This data is from the Open Reaction Database (ORD), a public repository of structured organic reaction records. The task is: describe an organic reaction: reactants, conditions, products, and yield The reactants are C(C)OC(C(CC1=CC=C(C=C1)O)(OC1=CC=CC=C1)C)=O (3-(4-hydroxyphenyl)-2-methyl-2-phenoxy-propionic acid ethyl ester), C(C=C)Br (allyl bromide), C([O-])([O-])=O.[K+].[K+] (potassium carbonate). Solvent: C(C)C(=O)C (methyl ethyl ketone). Conditions: time 18 hour. Product: C(C)OC(C(CC1=CC=C(C=C1)OCC=C)(OC1=CC=CC=C1)C)=O (3-(4-Allyloxyphenyl)-2-methyl-2-phenoxy-propionic acid ethyl ester). Yield: 84.1%. RXN SMILES: [CH2:1]([O:3][C:4](=[O:22])[C:5]([CH3:21])([O:14][C:15]1[CH:20]=[CH:19][CH:18]=[CH:17][CH:16]=1)[CH2:6][C:7]1[CH:12]=[CH:11][C:10]([OH:13])=[CH:9][CH:8]=1)[CH3:2].[CH2:23](Br)[CH:24]=[CH2:25].C(=O)([O-])[O-].[K+].[K+]>C(C(C)=O)C>[CH2:1]([O:3][C:4](=[O:22])[C:5]([CH3:21])([O:14][C:15]1[CH:20]=[CH:19][CH:18]=[CH:17][CH:16]=1)[CH2:6][C:7]1[CH:12]=[CH:11][C:10]([O:13][CH2:25][CH:24]=[CH2:23])=[CH:9][CH:8]=1)[CH3:2] |f:2.3.4|. Reported procedure: A solution of 3-(4-hydroxyphenyl)-2-methyl-2-phenoxy-propionic acid ethyl ester (500 mg, 1.67 mmol) in methyl ethyl ketone (6 mL) was treated with allyl bromide (232 mg, 1.92 mmol, 0.17 mL) and potassium carbonate (311 mg, 2.25 mmol) and then heated to reflux. After 18 h, the mixture was cooled to ambient temperature and then partitioned between ethyl acetate and water. The aqueous phase was extracted with ethyl acetate and then the organic phases were dried (MgSO4), filtered and concentrated un... The reactants are CC(CCC1CCC(CC1)Br)C (4-(3-methylbutyl)cyclohexyl bromide), ClC1=C(C=C(C=C1F)OCC1CC[SiH](CC1)Cl)F (4-(4-chloro-3,5-difluorophenyloxyrnethyl)-1-chloro-1-silacyclohexane). Yields the product ClC1=C(C=C(C=C1F)OC[C@@H]1CC[Si@H](CC1)[C@@H]1CC[C@H](CC1)CCC(C)C)F (trans-4-(trans-4-(4-chloro-3,5-difluorophenyloxymethyl)-1-silacyclohexyl)-1-(3-methylbutyl)cyclohexane). RXN SMILES: [CH3:1][CH:2]([CH3:12])[CH2:3][CH2:4][CH:5]1[CH2:10][CH2:9][CH:8](Br)[CH2:7][CH2:6]1.[Cl:13][C:14]1[C:19]([F:20])=[CH:18][C:17]([O:21][CH2:22][CH:23]2[CH2:28][CH2:27][SiH:26](Cl)[CH2:25][CH2:24]2)=[CH:16][C:15]=1[F:30]>>[Cl:13][C:14]1[C:15]([F:30])=[CH:16][C:17]([O:21][CH2:22][C@H:23]2[CH2:24][CH2:25][Si@H:26]([C@H:8]3[CH2:9][CH2:10][C@H:5]([CH2:4][CH2:3][CH:2]([CH3:12])[CH3:1])[CH2:6][CH2:7]3)[CH2:27][CH2:28]2)=[CH:18][C:19]=1[F:20]. Procedure details: The general procedure of Example 36 was repeated using 4-(3-methylbutyl)cyclohexyl bromide and 4-(4-chloro-3,5-difluorophenyloxyrnethyl)-1-chloro-1-silacyclohexane, thereby obtaining the intended product. Conditions: time 20 minute. RXN SMILES: O=P(Cl)(Cl)Cl.CN([CH:9]=[O:10])C.[CH3:11][CH2:12][O:13][C:14]([C@@H:16]1[CH2:20][CH:19]=[CH:18][N:17]1[C:21]([O:23][C:24]([CH3:27])([CH3:26])[CH3:25])=[O:22])=[O:15].[OH-].[Na+]>C(Cl)Cl>[CH3:11][CH2:12][O:13][C:14]([C@@H:16]1[CH2:20][C:19]([CH:9]=[O:10])=[CH:18][N:17]1[C:21]([O:23][C:24]([CH3:26])([CH3:25])[CH3:27])=[O:22])=[O:15] |f:3.4|. Procedure details: POCl3 (7.59 mL, 83 mmol) was added in 25 min at 0° C. under N2 atmosphere to DMF (6.39 mL, 83 mmol) and the mixture was stirred at RT for 20 min. Dry CH2Cl2 (150 mL) was added at 0° C., followed by a solution of (S)-2,3-dihydro-pyrrole-1,2-dicarboxylic acid 1-tert-butyl ester 2-ethyl ester (10 g, 41.4 mmol) in CH2Cl2 (50 mL). The mixture was stirred 30 min at RT until completion. The mixture was slowly poured into an ice cold aqueous solution of NaOH 10 N (150 mL) and extracted with CH2Cl2 (×3).... The product is CCOC(=O)[C@H]1N(C=C(C1)C=O)C(=O)OC(C)(C)C ((S)-4-Formyl-2,3-dihydro-pyrrole-1,2-dicarboxylic acid 1-tert-butyl ester 2-ethyl ester). The reactants are O=P(Cl)(Cl)Cl (POCl3), CN(C)C=O (DMF), ice, [OH-].[Na+] (NaOH), CCOC(=O)[C@H]1N(C=CC1)C(=O)OC(C)(C)C ((S)-2,3-dihydro-pyrrole-1,2-dicarboxylic acid 1-tert-butyl ester 2-ethyl ester). The solvent is C(Cl)Cl (CH2Cl2), C(Cl)Cl (CH2Cl2). The reactants are ClC1=NC=C(C(=O)NC2=CC=C(C=C2)OC(F)(F)F)C=C1I (6-chloro-5-iodo-N-(4-(trifluoromethoxy)phenyl)nicotinamide), FC=1C=NC=C(C1)B1OC(C)(C)C(C)(C)O1 (3-fluoropyridine-5-boronic acid pinacol ester). Yields the product ClC1=NC=C(C=C1C=1C=NC=C(C1)F)C(=O)NC1=CC=C(C=C1)OC(F)(F)F (2-Chloro-5′-fluoro-N-(4-(trifluoromethoxy)phenyl)-[3,3′-bipyridine]-5-carboxamide). Reaction SMILES: [Cl:1][C:2]1[C:21](I)=[CH:20][C:5]([C:6]([NH:8][C:9]2[CH:14]=[CH:13][C:12]([O:15][C:16]([F:19])([F:18])[F:17])=[CH:11][CH:10]=2)=[O:7])=[CH:4][N:3]=1.[F:23][C:24]1[CH:25]=[N:26][CH:27]=[C:28](B2OC(C)(C)C(C)(C)O2)[CH:29]=1>>[Cl:1][C:2]1[C:21]([C:28]2[CH:27]=[N:26][CH:25]=[C:24]([F:23])[CH:29]=2)=[CH:20][C:5]([C:6]([NH:8][C:9]2[CH:14]=[CH:13][C:12]([O:15][C:16]([F:19])([F:18])[F:17])=[CH:11][CH:10]=2)=[O:7])=[CH:4][N:3]=1. Reported procedure: The title compound was prepared in an analogous fashion to that described in Example 56 using 6-chloro-5-iodo-N-(4-(trifluoromethoxy)phenyl)nicotinamide and 3-fluoropyridine-5-boronic acid pinacol ester to afford the title product as a beige solid. UPLC-MS (Condition 2) tR=1.13 min, m/z=412 [M+H]+; 1H-NMR (400 MHz, DMSO-d6) δ ppm 7.39 (d, J=8.99 Hz, 2H) 7.85 (d, J=8.99 Hz, 2H) 8.02-8.12 (m, 1H) 8.49 (d, J=2.35 Hz, 1H) 8.64-8.76 (m, 2H) 8.99 (dd, J=2.35, 0.78 Hz, 1H) 10.65 (s, 1H). The reactants are BrC=1C=C2C(=C(C=NC2=CC1)C(=O)C1CC1)NC1CCN(CC1)C ([6-bromo-4-(1-methylpiperidin-4-ylamino)quinolin-3-yl](cyclopropyl)methanone), COC1=C(C=CC(=C1)B1OC(C(O1)(C)C)(C)C)O (2-methoxy-4-(4,4,5,5-tetramethyl-1,3,2-dioxaborolan-2-yl)phenol). Product: C1(CC1)C(=O)C=1C=NC2=CC=C(C=C2C1NC1CCN(CC1)C)C1=CC(=C(C=C1)O)OC (Cyclopropyl[6-(4-hydroxy-3-methoxyphenyl)-4-(1-methylpiperidin-4-ylamino)quinolin-3-yl]methanone). Yield: 63.2%. RXN SMILES: Br[C:2]1[CH:3]=[C:4]2[C:9](=[CH:10][CH:11]=1)[N:8]=[CH:7][C:6]([C:12]([CH:14]1[CH2:16][CH2:15]1)=[O:13])=[C:5]2[NH:17][CH:18]1[CH2:23][CH2:22][N:21]([CH3:24])[CH2:20][CH2:19]1.[CH3:25][O:26][C:27]1[CH:32]=[C:31](B2OC(C)(C)C(C)(C)O2)[CH:30]=[CH:29][C:28]=1[OH:42]>>[CH:14]1([C:12]([C:6]2[CH:7]=[N:8][C:9]3[C:4]([C:5]=2[NH:17][CH:18]2[CH2:19][CH2:20][N:21]([CH3:24])[CH2:22][CH2:23]2)=[CH:3][C:2]([C:31]2[CH:30]=[CH:29][C:28]([OH:42])=[C:27]([O:26][CH3:25])[CH:32]=2)=[CH:11][CH:10]=3)=[O:13])[CH2:15][CH2:16]1. Reported procedure: Following general procedure F, [6-bromo-4-(1-methylpiperidin-4-ylamino)quinolin-3-yl](cyclopropyl)methanone (47 mg, 0.121 mmol) was reacted with 2-methoxy-4-(4,4,5,5-tetramethyl-1,3,2-dioxaborolan-2-yl)phenol (45 mg, 0.182 mmol) to afford the desired product (33 mg, 63%) as a yellow solid: 1H NMR (300 MHz, CD3OD) δ 9.17 (s, 1H), 8.33 (d, J=1.8 Hz, 1H), 8.05 (dd, J=8.7, 1.9 Hz, 1H), 7.92 (d, J=8.7 Hz, 1H), 7.27 (d, J=2.1 Hz, 1H), 7.19 (dd, J=8.2, 2.1 Hz, 1H), 6.94 (d, J=8.2 Hz, 1H), 4.36 (s, 1H),... The reactants are C(CC)(=O)N1CCNCC1 (1-propionylpiperazine), ClC=1C=CC(=NC1)N1C(C2=C(C1OC(=O)OC1=CC=CC=C1)SCC(CS2)OC)=O (7-(5-chloropyrid-2-yl)-3-methoxy-8-oxo-6-phenoxycarbonyloxy-3,4,7,8-tetrahydro-2H,6H-1,4-dithiepino[2,3-c]pyrrole). Run in C(C)#N (acetonitrile), C(C)#N (acetonitrile). Reaction conditions: temperature 2 celsius. Yields the product ClC=1C=CC(=NC1)N1C(C2=C(C1OC(=O)N1CCN(CC1)C(CC)=O)SCC(CS2)OC)=O (7-(5-Chloropyrid-2-yl)-3-methoxy-8-oxo-6-(4-propionylpiperazin-1-yl)carbonyloxy-3,4,7,8-tetrahydro-2H,6H-1,4-dithiepino[2,3-c]pyrrole). Isolated yield 9.8%. As a reaction SMILES: [C:1]([N:5]1[CH2:10][CH2:9][NH:8][CH2:7][CH2:6]1)(=[O:4])[CH2:2][CH3:3].[Cl:11][C:12]1[CH:13]=[CH:14][C:15]([N:18]2[CH:22]([O:23][C:24](OC3C=CC=CC=3)=[O:25])[C:21]3[S:33][CH2:34][CH:35]([O:38][CH3:39])[CH2:36][S:37][C:20]=3[C:19]2=[O:40])=[N:16][CH:17]=1>C(#N)C>[Cl:11][C:12]1[CH:13]=[CH:14][C:15]([N:18]2[CH:22]([O:23][C:24]([N:8]3[CH2:9][CH2:10][N:5]([C:1](=[O:4])[CH2:2][CH3:3])[CH2:6][CH2:7]3)=[O:25])[C:21]3[S:33][CH2:34][CH:35]([O:38][CH3:39])[CH2:36][S:37][C:20]=3[C:19]2=[O:40])=[N:16][CH:17]=1. Procedure: A solution of 1-propionylpiperazine (6.8 g) in anhydrous acetonitrile (50 cc) is added, at 20° C., to a suspension of 7-(5-chloropyrid-2-yl)-3-methoxy-8-oxo-6-phenoxycarbonyloxy-3,4,7,8-tetrahydro-2H,6H-1,4-dithiepino[2,3-c]pyrrole (11.15 g) in anhydrous acetonitrile (80 cc). The reaction mixture is heated under reflux for 6 hours. The acetonitrile is evaporated off under reduced pressure (20 mm Hg; 2.67 kPa). The residue is treated with water (100 cc) and extraction is carried out three times w... The reactants are Brc1ccc2[nH]ccc2c1, [C-]#N, CNCCNC, CCOC(C)=O, Cc1ccccc1, [Cu]I, [NH4+], [Na+], [OH-], O. Yields the product N#Cc1ccc2[nH]ccc2c1. As a reaction SMILES: [Br:4][c:5]1[cH:6][c:7]2[cH:8][cH:9][nH:10][c:11]2[cH:12][cH:13]1.[C-:1]#[N:2].[CH3:14][NH:15][CH2:16][CH2:17][NH:18][CH3:19].[CH3:25][CH2:26][O:27][C:28](=[O:29])[CH3:30].[CH3:31][c:32]1[cH:33][cH:34][cH:35][cH:36][cH:37]1.[Cu:22][I:23].[NH4+:20].[Na+:3].[OH-:21].[OH2:24]>>[c:5]1([C:14]#[N:15])[cH:6][c:7]2[cH:8][cH:9][nH:10][c:11]2[cH:12][cH:13]1.